Dataset: the Open Reaction Database (ORD), a public repository of structured organic reaction records. Task: describe an organic reaction: reactants, conditions, products, and yield The reactants are Cl (HCl), C(C)(C)(C)OC(CN1C(C(=CC=C1C)NC(=O)OCC1=CC=CC=C1)=O)=O (2-[6-methyl-2-oxo-3-(benzyloxycarbonylamino)-2H-pyridin-1-yl]acetic acid t-butyl ester). Run in C(C)(=O)OCC (ethyl acetate). Run at time 3 hour. The product is CC1=CC=C(C(N1CC(=O)O)=O)NC(=O)OCC1=CC=CC=C1 (2-[6-methyl-2-oxo-3-(benzyloxycarbonylamino)-2H-pyridin-1-yl]acetic acid). As a reaction SMILES: Cl.C([O:6][C:7](=[O:28])[CH2:8][N:9]1[C:14]([CH3:15])=[CH:13][CH:12]=[C:11]([NH:16][C:17]([O:19][CH2:20][C:21]2[CH:26]=[CH:25][CH:24]=[CH:23][CH:22]=2)=[O:18])[C:10]1=[O:27])(C)(C)C>C(OCC)(=O)C>[CH3:15][C:14]1[N:9]([CH2:8][C:7]([OH:28])=[O:6])[C:10](=[O:27])[C:11]([NH:16][C:17]([O:19][CH2:20][C:21]2[CH:26]=[CH:25][CH:24]=[CH:23][CH:22]=2)=[O:18])=[CH:12][CH:13]=1. Reported procedure: HCl gas was bubbled through a stirred suspension of 2-[6-methyl-2-oxo-3-(benzyloxycarbonylamino)-2H-pyridin-1-yl]acetic acid t-butyl ester (16-3; 12.3 g, 33 mmol) in ethyl acetate (250 ml) at −15° C. for 20 min. The resulting solution was allowed to warm to room temperature and was then stirred there for 3 h. After purging with argon, the bulk of the solvent was rotavapped off and ether added to the residue. The solid which precipitated was filtered off and washed with ether. The title compound ... Reactants: CC(C)(Br)C(=O)Br, CCC1CC2C3CCC4=CC(=O)CCC4C3CCC2(C)C1O, CN(C)c1ccccc1, CCOC(C)=O, ClCCl. As a reaction SMILES: [Br:32][C:33]([C:34](=[O:35])[Br:36])([CH3:37])[CH3:38].[CH2:1]([CH3:2])[CH:3]1[CH:4]([OH:22])[C:5]2([CH3:6])[CH:7]([CH2:8]1)[CH:9]1[CH2:10][CH2:11][C:12]3=[CH:13][C:14](=[O:21])[CH2:15][CH2:16][CH:17]3[CH:18]1[CH2:19][CH2:20]2.[CH3:23][N:24]([CH3:25])[c:26]1[cH:27][cH:28][cH:29][cH:30][cH:31]1.[CH3:39][CH2:40][O:41][C:42](=[O:43])[CH3:44].[Cl:45][CH2:46][Cl:47]>>[CH2:1]([CH3:2])[CH:3]1[CH:4]([O:22][C:34]([C:33]([Br:32])([CH3:37])[CH3:38])=[O:35])[C:5]2([CH3:6])[CH:7]([CH2:8]1)[CH:9]1[CH2:10][CH2:11][C:12]3=[CH:13][C:14](=[O:21])[CH2:15][CH2:16][CH:17]3[CH:18]1[CH2:19][CH2:20]2. Product: CCC1CC2C3CCC4=CC(=O)CCC4C3CCC2(C)C1OC(=O)C(C)(C)Br. The reactants are FC(C1=C(C=CC(=C1)C(F)(F)F)C=1C=C(C(=CC1Cl)N)N)(F)F (4-[2,4-bis(trifluoromethyl)phenyl]-5-chlorobenzene-1,2-diamine). Solvent: FC(C(=O)O)(F)F (trifluoroacetic acid), Cl (hydrogen chloride). Yields the product FC(C1=C(C=CC(=C1)C(F)(F)F)C=1C(=CC2=C(NC(=N2)C(F)(F)F)C1)Cl)(F)F (6-[2,4-bis(trifluoromethyl)phenyl]-5-chloro-2-(trifluoromethyl)-1H-1,3-benzodiazole). Yield: 72.4%. Reaction SMILES: [F:1][C:2]([F:23])([F:22])[C:3]1[CH:8]=[C:7]([C:9]([F:12])([F:11])[F:10])[CH:6]=[CH:5][C:4]=1[C:13]1[CH:14]=[C:15]([NH2:21])[C:16]([NH2:20])=[CH:17][C:18]=1[Cl:19]>FC(F)(F)C(O)=O.Cl>[F:23][C:2]([F:22])([F:1])[C:3]1[CH:8]=[C:7]([C:9]([F:10])([F:11])[F:12])[CH:6]=[CH:5][C:4]=1[C:13]1[C:18]([Cl:19])=[CH:17][C:16]2[N:20]=[C:3]([C:2]([F:23])([F:22])[F:1])[NH:21][C:15]=2[CH:14]=1. Procedure details: To a solution of 5-chloro-4-iodo-2-nitroaniline (6 g, 20.1 mmol) in dioxane (100 ml) and water (10 ml) which was purged and maintained with an inert atmosphere of nitrogen was added[2,4-bis(trifluoromethyl)phenyl]boronic acid (10.3 g, 40.01 mmol), K3PO4 (8.6 g, 40.70 mmol) and Pd(pph3)4 (2.3 g, 2.04 mmol) at room temperature. The resulting solution was stirred overnight at 95° C. in an oil bath. The resulting mixture was concentrated under vacuum to give a residue, which was purified by a silica... Reactants: O=S(=O)(Cl)Cc1ccccc1, CCOC(C)=O, CCOC(=O)Cn1c(=O)c(N)cn(COC)c1=O, C1CCOC1, Cc1cc(C)nc(C)c1. Yields the product CCOC(=O)Cn1c(=O)c(NS(=O)(=O)Cc2ccccc2)cn(COC)c1=O. As a reaction SMILES: [CH2:28]([c:29]1[cH:30][cH:31][cH:32][cH:33][cH:34]1)[S:35](=[O:36])(=[O:37])[Cl:38].[CH3:44][CH2:45][O:46][C:47](=[O:48])[CH3:49].[NH2:1][c:2]1[c:3](=[O:18])[n:4]([CH2:12][C:13](=[O:14])[O:15][CH2:16][CH3:17])[c:5](=[O:11])[n:6]([CH2:8][O:9][CH3:10])[cH:7]1.[O:39]1[CH2:40][CH2:41][CH2:42][CH2:43]1.[n:19]1[c:20]([CH3:21])[cH:22][c:23]([CH3:24])[cH:25][c:26]1[CH3:27]>>[NH:1]([c:2]1[c:3](=[O:18])[n:4]([CH2:12][C:13](=[O:14])[O:15][CH2:16][CH3:17])[c:5](=[O:11])[n:6]([CH2:8][O:9][CH3:10])[cH:7]1)[S:35]([CH2:28][c:29]1[cH:30][cH:31][cH:32][cH:33][cH:34]1)(=[O:36])=[O:37]. The reactants are C=CCOC(=O)Cl, CCOC(=N)N1Cc2ccccc2-c2ccccc2C1. Yields the product C=CCOC(=O)N=C(OCC)N1Cc2ccccc2-c2ccccc2C1. As a reaction SMILES: [Cl:21][C:22](=[O:23])[O:24][CH2:25][CH:26]=[CH2:27].[cH:1]1[cH:2][cH:3][cH:4][c:5]2[c:11]1-[c:10]1[c:9]([cH:15][cH:14][cH:13][cH:12]1)[CH2:8][N:7]([C:16]([O:17][CH2:18][CH3:19])=[NH:20])[CH2:6]2>>[cH:1]1[cH:2][cH:3][cH:4][c:5]2[c:11]1-[c:10]1[c:9]([cH:15][cH:14][cH:13][cH:12]1)[CH2:8][N:7]([C:16]([O:17][CH2:18][CH3:19])=[N:20][C:22](=[O:23])[O:24][CH2:25][CH:26]=[CH2:27])[CH2:6]2. Reactants: O (water), [N+](=O)([O-])C1=CC=C(C=C1)O (4-nitro-phenol), ClC1=NC(=CC(=N1)C)C (2-chloro-4,6-dimethyl-pyrimidine), [OH-].[K+] (potassium hydroxide). The solvent is CS(=O)C (dimethylsulphoxide). Reaction conditions: time 30 minute. The product is [N+](=O)([O-])C1=CC=C(OC2=NC(=CC(=N2)C)C)C=C1 (2-(4-nitrophenoxy)-4,6-dimethyl-pyrimidine). Yield: 77.5%. Reaction SMILES: [N+:1]([C:4]1[CH:9]=[CH:8][C:7]([OH:10])=[CH:6][CH:5]=1)([O-:3])=[O:2].[OH-].[K+].Cl[C:14]1[N:19]=[C:18]([CH3:20])[CH:17]=[C:16]([CH3:21])[N:15]=1.O>CS(C)=O>[N+:1]([C:4]1[CH:9]=[CH:8][C:7]([O:10][C:14]2[N:19]=[C:18]([CH3:20])[CH:17]=[C:16]([CH3:21])[N:15]=2)=[CH:6][CH:5]=1)([O-:3])=[O:2] |f:1.2|. Procedure: 27.8 g (0.2 mole) of 4-nitro-phenol were dissolved in 100 ml of dimethylsulphoxide. After addition of 11.2 g (0.2 mole) of powdered potassium hydroxide, the mixture was stirred at room temperature for 30 minutes and 28.5 g (0.2 mole) of 2-chloro-4,6-dimethyl-pyrimidine were then added. The mixture was heated at 120° C. for 6 hours and then cooled, stirred with one liter of water and filtered off with suction. The crystals filtered off with suction were dried in air. 38 g (77.5% of theory) of 2-(... Starting materials: NC1=NC=C(N=C1C(C1=CC=CC=C1)=O)Cl (2-Amino-3-benzoyl-5-chloropyrazine), above-named product, BrCC(=O)Br (2-bromoacetyl bromide), C([O-])([O-])=O.[Na+].[Na+] (sodium carbonate). The solvent is C(Cl)Cl (methylene chloride). The product is C(C1=CC=CC=C1)(=O)C=1C(=NC=C(N1)Cl)NC(CBr)=O (3-benzoyl-2-(2-bromoacetamido)-5-chloropyrazine). RXN SMILES: [NH2:1][C:2]1[C:7]([C:8](=[O:15])[C:9]2[CH:14]=[CH:13][CH:12]=[CH:11][CH:10]=2)=[N:6][C:5]([Cl:16])=[CH:4][N:3]=1.[Br:17][CH2:18][C:19](Br)=[O:20].C(=O)([O-])[O-].[Na+].[Na+]>C(Cl)Cl>[C:8]([C:7]1[C:2]([NH:1][C:19](=[O:20])[CH2:18][Br:17])=[N:3][CH:4]=[C:5]([Cl:16])[N:6]=1)(=[O:15])[C:9]1[CH:14]=[CH:13][CH:12]=[CH:11][CH:10]=1 |f:2.3.4|. Procedure: 2-Amino-3-benzoyl-5-chloropyrazine (0.9 g or 4 mmol) was reacted as described in Example 5 with 8.1 g. (0.04 mol) of 2-bromoacetyl bromide in 25 ml. methylene chloride and 25 ml. of 10% aqueous sodium carbonate solution. The same work up yielded 1 g. (71%) of the above-named product with a melting point of 120°-125° dec. Recrystallization from methylene chloride/petroleum ether afforded colorless needles with a melting point of 124°-126° dec.